Dataset: the Open Reaction Database (ORD), a public repository of structured organic reaction records. Task: describe an organic reaction: reactants, conditions, products, and yield Reactants: ClCCl, Fc1nc(F)c(F)c(F)c1F, NN. Yields the product NNc1c(F)c(F)nc(F)c1F. As a reaction SMILES: [Cl:14][CH2:15][Cl:16].[F:1][c:2]1[c:3]([F:11])[c:4]([F:10])[c:5]([F:9])[c:6]([F:8])[n:7]1.[NH2:12][NH2:13]>>[F:1][c:2]1[c:3]([F:11])[c:4]([NH:12][NH2:13])[c:5]([F:9])[c:6]([F:8])[n:7]1. The reactants are OOS(=O)[O-].[K+] (Oxone), monopersulfate, IC1=CN=C2SC(=NN21)SC (5-iodo-2-methylsulfanyl-imidazo[2,1-b][1,3,4]thiadiazole). Run in CO (MeOH), O (water), O (Water). Run at time 1 hour. The product is IC1=CN=C2SC(=NN21)S(=O)C (5-Iodo-2-methanesulfinyl-imidazo[2,1-b][1,3,4]thiadiazole). RXN SMILES: [OH:1]OS([O-])=O.[K+].[I:7][C:8]1[N:15]2[C:11]([S:12][C:13]([S:16][CH3:17])=[N:14]2)=[N:10][CH:9]=1>CO.O>[I:7][C:8]1[N:15]2[C:11]([S:12][C:13]([S:16]([CH3:17])=[O:1])=[N:14]2)=[N:10][CH:9]=1 |f:0.1|. Reported procedure: Oxone(r), monopersulfate compound (263.99 mg; 0.43 mmol; 1.00 eq.) was added to a solution of 5-iodo-2-methylsulfanyl-imidazo[2,1-b][1,3,4]thiadiazole (127.60 mg; 0.43 mmol; 1.00 eq.) in MeOH (1.50 ml) and water (1.50 ml) at room temperature. After 1 h, the reaction was finished. Water was added and the reaction was extracted 2 times with dichloromethane. The combined organic extracts were dried over magnesium sulphate, filtered and concentrated to give 106.9 mg of the desired product as a beige... The reactants are S(=O)(Cl)Cl (thionyl chloride), BrC=1C=C(C=CC1OC)CCC(=O)O (3-(3-bromo-4-methoxyphenyl)propanoic acid). Solvent: C(Cl)(Cl)Cl (chloroform). Yields the product BrC=1C=C(C=CC1OC)CCC(=O)Cl (3-(3-Bromo-4-methoxyphenyl)propanoyl chloride). As a reaction SMILES: S(Cl)([Cl:3])=O.[Br:5][C:6]1[CH:7]=[C:8]([CH2:14][CH2:15][C:16]([OH:18])=O)[CH:9]=[CH:10][C:11]=1[O:12][CH3:13]>C(Cl)(Cl)Cl>[Br:5][C:6]1[CH:7]=[C:8]([CH2:14][CH2:15][C:16]([Cl:3])=[O:18])[CH:9]=[CH:10][C:11]=1[O:12][CH3:13]. Procedure details: A solution of 102.4 g (0.86 mol) of thionyl chloride is added to a solution of 51.8 g (0.2 mol) of 3-(3-bromo-4-methoxyphenyl)propanoic acid in 700 ml of chloroform. The mixture is heated at reflux for 4 hours, and the solvent is then evaporated off. 53 g are obtained. Reactants: CC(C)C[Al+]CC(C)C, COC(=O)C1(C(=O)OC)CCC(C)(C)CC1, CCOCC, [H-]. Yields the product COC(=O)C1(C=O)CCC(C)(C)CC1. Reaction SMILES: [CH2:18]([Al+:19][CH2:20][CH:21]([CH3:22])[CH3:23])[CH:24]([CH3:25])[CH3:26].[CH3:1][C:2]1([CH3:16])[CH2:3][CH2:4][C:5]([C:8](=[O:9])[O:10][CH3:11])([C:12](=[O:13])[O:14][CH3:15])[CH2:6][CH2:7]1.[CH3:27][CH2:28][O:29][CH2:30][CH3:31].[H-:17]>>[CH3:1][C:2]1([CH3:16])[CH2:3][CH2:4][C:5]([C:8](=[O:9])[O:10][CH3:11])([CH:12]=[O:13])[CH2:6][CH2:7]1. Starting materials: CCCCOCCOc1ccc(OB([O-])[O-])cc1, CN(Cc1ccc(NC(=O)C2=Cc3cc(Br)ccc3N(C3CC3)CC2)cc1)C1CCOCC1, O=C([O-])[O-], Cc1ccccc1, CCO, [K+], [K+], c1ccc(P(c2ccccc2)(c2ccccc2)[Pd](P(c2ccccc2)(c2ccccc2)c2ccccc2)(P(c2ccccc2)(c2ccccc2)c2ccccc2)P(c2ccccc2)(c2ccccc2)c2ccccc2)cc1. Product: CCCCOCCOc1ccc(-c2ccc3c(c2)C=C(C(=O)Nc2ccc(CN(C)C4CCOCC4)cc2)CCN3C2CC2)cc1. Reaction SMILES: [B:34]([O-:35])([O-:50])[O:51][c:36]1[cH:37][cH:38][c:39]([O:42][CH2:43][CH2:44][O:45][CH2:46][CH2:47][CH2:48][CH3:49])[cH:40][cH:41]1.[Br:1][c:2]1[cH:3][cH:4][c:5]2[c:6]([cH:33]1)[CH:7]=[C:8]([C:15](=[O:16])[NH:17][c:18]1[cH:19][cH:20][c:21]([CH2:24][N:25]([CH:26]3[CH2:27][CH2:28][O:29][CH2:30][CH2:31]3)[CH3:32])[cH:22][cH:23]1)[CH2:9][CH2:10][N:11]2[CH:12]1[CH2:13][CH2:14]1.[C:52](=[O:53])([O-:54])[O-:55].[CH3:138][c:139]1[cH:140][cH:141][cH:142][cH:143][cH:144]1.[CH3:58][CH2:59][OH:60].[K+:56].[K+:57].[cH:61]1[cH:62][cH:63][c:64]([P:65]([Pd:66]([P:67]([c:68]2[cH:69][cH:70][cH:71][cH:72][cH:73]2)([c:74]2[cH:75][cH:76][cH:77][cH:78][cH:79]2)[c:80]2[cH:81][cH:82][cH:83][cH:84][cH:85]2)([P:86]([c:87]2[cH:88][cH:89][cH:90][cH:91][cH:92]2)([c:93]2[cH:94][cH:95][cH:96][cH:97][cH:98]2)[c:99]2[cH:100][cH:101][cH:102][cH:103][cH:104]2)[P:105]([c:106]2[cH:107][cH:108][cH:109][cH:110][cH:111]2)([c:112]2[cH:113][cH:114][cH:115][cH:116][cH:117]2)[c:118]2[cH:119][cH:120][cH:121][cH:122][cH:123]2)([c:124]2[cH:125][cH:126][cH:127][cH:128][cH:129]2)[c:130]2[cH:131][cH:132][cH:133][cH:134][cH:135]2)[cH:136][cH:137]1>>[c:2]1(-[c:36]2[cH:37][cH:38][c:39]([O:42][CH2:43][CH2:44][O:45][CH2:46][CH2:47][CH2:48][CH3:49])[cH:40][cH:41]2)[cH:3][cH:4][c:5]2[c:6]([cH:33]1)[CH:7]=[C:8]([C:15](=[O:16])[NH:17][c:18]1[cH:19][cH:20][c:21]([CH2:24][N:25]([CH:26]3[CH2:27][CH2:28][O:29][CH2:30][CH2:31]3)[CH3:32])[cH:22][cH:23]1)[CH2:9][CH2:10][N:11]2[CH:12]1[CH2:13][CH2:14]1.